This data is from the Open Reaction Database (ORD), a public repository of structured organic reaction records. The task is: describe an organic reaction: reactants, conditions, products, and yield Starting materials: CN(CC1CCN(C(=O)OC(C)(C)C)CC1)c1ccncc1, CO, Cl. Yields the product Cl, CN(CC1CCNCC1)c1ccncc1. Reaction SMILES: [C:2]([O:3][C:4](=[O:5])[N:9]1[CH2:10][CH2:11][CH:12]([CH2:15][N:16]([c:17]2[cH:18][cH:19][n:20][cH:21][cH:22]2)[CH3:23])[CH2:13][CH2:14]1)([CH3:6])([CH3:7])[CH3:8].[CH3:24][OH:25].[ClH:1]>>[ClH:1].[NH:9]1[CH2:10][CH2:11][CH:12]([CH2:15][N:16]([c:17]2[cH:18][cH:19][n:20][cH:21][cH:22]2)[CH3:23])[CH2:13][CH2:14]1. The reactants are [Cr](=O)(=O)([O-])Cl.[NH+]1=CC=CC=C1 (pyridinium chlorochromate), OC1CN(CCC1)C(=O)OC(C)(C)C (tert-butyl 3-hydroxypiperidine-1-carboxylate). Solvent: C(Cl)Cl (methylene chloride), C(Cl)Cl (methylene chloride), C(C)OCC (diethyl ether). Conditions: time 18 hour. The product is O=C1CN(CCC1)C(=O)OC(C)(C)C (tert-butyl 3-oxopiperidine-1-carboxylate). As a reaction SMILES: [Cr](Cl)([O-])(=O)=O.[NH+]1C=CC=CC=1.[OH:12][CH:13]1[CH2:18][CH2:17][CH2:16][N:15]([C:19]([O:21][C:22]([CH3:25])([CH3:24])[CH3:23])=[O:20])[CH2:14]1>C(Cl)Cl.C(OCC)C>[O:12]=[C:13]1[CH2:18][CH2:17][CH2:16][N:15]([C:19]([O:21][C:22]([CH3:25])([CH3:24])[CH3:23])=[O:20])[CH2:14]1 |f:0.1|. Procedure: To a solution of pyridinium chlorochromate (3.21 g, 0.0149 mol) in methylene chloride (18 mL) was added another solution of tert-butyl 3-hydroxypiperidine-1-carboxylate (1.00 g, 0.00497 mol) in 7 mL methylene chloride at rt. After stirring for 18 h, the reaction mixture was diluted with diethyl ether, filtered through a bed of celite, concentrated in-vacuo, and then purified by Combiflash to afford the desired product verified by NMR. The reactants are CCOC(C)=O, Cc1cccnc1-c1cccc(F)c1, [I-], [K+], O=C(OO)c1cccc(Cl)c1. Yields the product Cc1ccc[n+]([O-])c1-c1cccc(F)c1. Reaction SMILES: [CH3:28][CH2:29][O:30][C:31](=[O:32])[CH3:33].[F:1][c:2]1[cH:3][c:4](-[c:8]2[n:9][cH:10][cH:11][cH:12][c:13]2[CH3:14])[cH:5][cH:6][cH:7]1.[I-:27].[K+:26].[OH:15][O:16][C:17]([c:18]1[cH:19][c:20]([Cl:21])[cH:22][cH:23][cH:24]1)=[O:25]>>[F:1][c:2]1[cH:3][c:4](-[c:8]2[n+:9]([O-:15])[cH:10][cH:11][cH:12][c:13]2[CH3:14])[cH:5][cH:6][cH:7]1.